Dataset: the Open Reaction Database (ORD), a public repository of structured organic reaction records. Task: describe an organic reaction: reactants, conditions, products, and yield The reactants are S1C(=CC=C1)C=1NC(=CC1)C=1SC=CC1 (2.5-dithienylpyrrole), C=O (Paraformaldehyde), C(C)(=O)O (acetic acid), C(C=C)NCC=C (diallylamine). The solvent is C(C)O (ethanol). Product: C(C=C)N(CC=C)CC1=C(NC(=C1)C=1SC=CC1)C=1SC=CC1 (3-Diallylaminomethyl-2,5-Dithienylpyrrole). The yield is 65.6%. As a reaction SMILES: C=O.[C:3](O)(=O)C.[CH2:7]([NH:10][CH2:11][CH:12]=[CH2:13])[CH:8]=[CH2:9].[S:14]1[CH:18]=[CH:17][CH:16]=[C:15]1[C:19]1[NH:20][C:21]([C:24]2[S:25][CH:26]=[CH:27][CH:28]=2)=[CH:22][CH:23]=1>C(O)C>[CH2:7]([N:10]([CH2:3][C:22]1[CH:23]=[C:19]([C:15]2[S:14][CH:18]=[CH:17][CH:16]=2)[NH:20][C:21]=1[C:24]1[S:25][CH:26]=[CH:27][CH:28]=1)[CH2:11][CH:12]=[CH2:13])[CH:8]=[CH2:9]. Reported procedure: Paraformaldehyde (9.1 mg, 0.3 mmol) was added to a solution of acetic acid (0.33 mL, 0.71 mmol) and diallylamine (0.32 mmol) in 1 mL of ethanol. After stirring at room temperature for a few minutes, 2.5-dithienylpyrrole (0.3 mmol) was then added all at once. The reaction mixture was then allowed to stir at 60° for 19 hours. The reaction solvent was evaporated under reduced pressure, and the crude product was taken up with ethyl acetate. The organic layer was then washed with water (10 mL) and br...